From a dataset of the Open Reaction Database (ORD), a public repository of structured organic reaction records. describe an organic reaction: reactants, conditions, products, and yield Reactants: C([O-])([O-])=O.[K+].[K+] (potassium carbonate), IC (iodomethane), C(C1=CC=CC=C1)N1C(C2=C(C=C1)N=C(N2)S)=O (5-benzyl-2-mercapto-3,5-dihydro-imidazo[4,5-c]pyridin-4-one). Solvent: ClCCl (dichloromethane), CO (methanol). Conditions: time 1 hour. The product is C(C1=CC=CC=C1)N1C(C2=C(C=C1)N=C(N2)SC)=O (5-benzyl-2-methylsulphanyl-3,5-dihydro-imidazo[4,5-c]pyridin-4-one). Reaction SMILES: [CH2:1]([N:8]1[CH:13]=[CH:12][C:11]2[N:14]=[C:15]([SH:17])[NH:16][C:10]=2[C:9]1=[O:18])[C:2]1[CH:7]=[CH:6][CH:5]=[CH:4][CH:3]=1.[C:19](=O)([O-])[O-].[K+].[K+].IC>ClCCl.CO>[CH2:1]([N:8]1[CH:13]=[CH:12][C:11]2[N:14]=[C:15]([S:17][CH3:19])[NH:16][C:10]=2[C:9]1=[O:18])[C:2]1[CH:7]=[CH:6][CH:5]=[CH:4][CH:3]=1 |f:1.2.3|. Reported procedure: 4.0 g (15.55 mmol) of 5-benzyl-2-mercapto-3,5-dihydro-imidazo[4,5-c]pyridin-4-one were suspended in a mixture of 100 ml of dichloromethane and 50 ml of methanol, then 2.15 g (15.55 mmol) of potassium carbonate and 0.97 ml (15.55 mmol) of iodomethane were added and the mixture was stirred for 1 hour at ambient temperature. Then it was filtered, the filtrate was evaporated down and the residue was further reacted in its crude form. Starting materials: NC1=C(C=CC=C1)NC1=NC(=C2N=C(N(C2=N1)C)CN1CCC(CC1)C(C)(C)O)N1CCOCC1 (2-(1-((2-(2-aminophenylamino)-9-methyl-6-morpholino-9H-purin-8-yl)methyl)piperidin-4-yl)propan-2-ol), FC(C(=O)O)(F)F (trifluoroacetic acid). Product: CN1C2=NC(=NC(=C2N=C1CN1CCC(CC1)C(C)(C)O)N1CCOCC1)N1C(=NC2=C1C=CC=C2)C(F)(F)F (2-(1-((9-methyl-6-morpholino-2-(2-(trifluoromethyl)-1H-benzo[d]imidazol-1-yl)-9H-purin-8-yl)methyl)piperidin-4-yl)propan-2-ol). As a reaction SMILES: [NH2:1][C:2]1[CH:7]=[CH:6][CH:5]=[CH:4][C:3]=1[NH:8][C:9]1[N:17]=[C:16]2[C:12]([N:13]=[C:14]([CH2:19][N:20]3[CH2:25][CH2:24][CH:23]([C:26]([OH:29])([CH3:28])[CH3:27])[CH2:22][CH2:21]3)[N:15]2[CH3:18])=[C:11]([N:30]2[CH2:35][CH2:34][O:33][CH2:32][CH2:31]2)[N:10]=1.[F:36][C:37]([F:42])([F:41])[C:38](O)=O>>[CH3:18][N:15]1[C:14]([CH2:19][N:20]2[CH2:21][CH2:22][CH:23]([C:26]([OH:29])([CH3:28])[CH3:27])[CH2:24][CH2:25]2)=[N:13][C:12]2[C:16]1=[N:17][C:9]([N:8]1[C:3]3[CH:4]=[CH:5][CH:6]=[CH:7][C:2]=3[N:1]=[C:38]1[C:37]([F:42])([F:41])[F:36])=[N:10][C:11]=2[N:30]1[CH2:31][CH2:32][O:33][CH2:34][CH2:35]1. Procedure details: Following the procedures for 157, 2-(1-((2-(2-aminophenylamino)-9-methyl-6-morpholino-9H-purin-8-yl)methyl)piperidin-4-yl)propan-2-ol and trifluoroacetic acid were reacted to give 186. LCMS m/z: 559.3 (MH+) The reactants are ClC1=NC=C(C(=O)NC2=CC=C(C=C2)OC(F)(F)Cl)C=C1C1=CC=NN1C1OCCCC1 (6-chloro-N-(4-(chlorodifluoromethoxy)phenyl)-5-(1-(tetrahydro-2H-pyran-2-yl)-1H-pyrazol-5-yl)nicotinamide), FC(CN1CCNCC1)(F)F (1-(2,2,2-trifluoroethyl)piperazine). The product is ClC(OC1=CC=C(C=C1)NC(C1=CN=C(C(=C1)C1=CC=NN1)N1CCN(CC1)CC(F)(F)F)=O)(F)F (N-(4-(Chlorodifluoromethoxy)phenyl)-5-(1H-pyrazol-5-yl)-6-(4-(2,2,2-trifluoroethyl)piperazin-1-yl)nicotinamide). As a reaction SMILES: Cl[C:2]1[C:21]([C:22]2[N:26](C3CCCCO3)[N:25]=[CH:24][CH:23]=2)=[CH:20][C:5]([C:6]([NH:8][C:9]2[CH:14]=[CH:13][C:12]([O:15][C:16]([Cl:19])([F:18])[F:17])=[CH:11][CH:10]=2)=[O:7])=[CH:4][N:3]=1.[F:33][C:34]([F:43])([F:42])[CH2:35][N:36]1[CH2:41][CH2:40][NH:39][CH2:38][CH2:37]1>>[Cl:19][C:16]([F:17])([F:18])[O:15][C:12]1[CH:11]=[CH:10][C:9]([NH:8][C:6](=[O:7])[C:5]2[CH:20]=[C:21]([C:22]3[NH:26][N:25]=[CH:24][CH:23]=3)[C:2]([N:39]3[CH2:38][CH2:37][N:36]([CH2:35][C:34]([F:42])([F:43])[F:33])[CH2:41][CH2:40]3)=[N:3][CH:4]=2)=[CH:14][CH:13]=1. Procedure: The title compound was prepared in an analogous fashion to that described in Example 33 using 6-chloro-N-(4-(chlorodifluoromethoxy)phenyl)-5-(1-(tetrahydro-2H-pyran-2-yl)-1H-pyrazol-5-yl)nicotinamide (Stage 48.2) and 1-(2,2,2-trifluoroethyl)piperazine to afford an off-white powder. HPLC (Condition 4) tR=6.3 min, UPLC-MS (Condition 3) tR=1.18 min, m/z=531 [M+H]+; 1H-NMR (400 MHz, DMSO-d6) δ ppm 2.59-2.70 (m, 4H) 3.08-3.26 (m, 6H) 6.59-6.73 (m, 1H) 7.33 (d, J=8.60 Hz, 2H) 7.86 (d, J=9.38 Hz, 3H) 8... Reactants: C(=O)([O-])[O-].[K+].[K+] (K2CO3), [H-].[Na+] (Sodium hydride), C1CN(CCC=2NC=3C=CC=CC3C21)C(=O)OC(C)(C)C (tert-butyl 1,4,5,6-tetrahydroazepino[4,5-b]indole-3(2H)-carboxylate), C1(CCO1)=O (β-Propiolactone). Solvent: O (water), CN(C)C=O (DMF). Run at time 72 hour. The product is C(C)(C)(C)OC(=O)N1CCC=2N(C=3C=CC=CC3C2CC1)CCC(=O)O (3-(3-(tert-butoxycarbonyl)-2,3,4,5-tetrahydroazepino[4,5-b]indol-6(1H)-yl)propanoic acid). Yield: 63.6%. Reaction SMILES: [H-].[Na+].[CH2:3]1[C:16]2[C:15]3[CH:14]=[CH:13][CH:12]=[CH:11][C:10]=3[NH:9][C:8]=2[CH2:7][CH2:6][N:5]([C:17]([O:19][C:20]([CH3:23])([CH3:22])[CH3:21])=[O:18])[CH2:4]1.[C:24]1(=[O:28])[O:27][CH2:26][CH2:25]1.C([O-])([O-])=O.[K+].[K+]>CN(C=O)C.O>[C:20]([O:19][C:17]([N:5]1[CH2:4][CH2:3][C:16]2[C:15]3[CH:14]=[CH:13][CH:12]=[CH:11][C:10]=3[N:9]([CH2:26][CH2:25][C:24]([OH:28])=[O:27])[C:8]=2[CH2:7][CH2:6]1)=[O:18])([CH3:23])([CH3:22])[CH3:21] |f:0.1,4.5.6|. Procedure details: Sodium hydride (0.302 g, 7.55 mmol, 2.16 equiv., 60% dispersion) was added to a solution of tert-butyl 1,4,5,6-tetrahydroazepino[4,5-b]indole-3(2H)-carboxylate (1.00 g, 3.49 mmol) in DMF (15 mL) at rt under N2 and the mixture was stirred for 1.66 h. β-Propiolactone (0.55 mL, 0.629 g, 8.73 mmol, 2.5 equiv.) was added in four portions over 1 h, then the reaction mixture was stirred for 72 h at rt. The reaction mixture was partitioned between EtOAc (50 mL) and 10% citric acid (25 mL), and the layer... As a reaction SMILES: [C:1](=[O:2])([CH3:3])[O:4][CH2:5][CH2:6][O:7][c:8]1[cH:9][cH:10][c:11]([C:12](=[O:13])[c:14]2[cH:15][cH:16][cH:17][cH:18][cH:19]2)[cH:20][cH:21]1.[CH3:25][CH2:26][OH:27].[ClH:24].[Na+:23].[OH-:22]>>[OH:4][CH2:5][CH2:6][O:7][c:8]1[cH:9][cH:10][c:11]([C:12](=[O:13])[c:14]2[cH:15][cH:16][cH:17][cH:18][cH:19]2)[cH:20][cH:21]1. Yields the product O=C(c1ccccc1)c1ccc(OCCO)cc1. The reactants are CC(=O)OCCOc1ccc(C(=O)c2ccccc2)cc1, CCO, Cl, [Na+], [OH-].